This data is from the Open Reaction Database (ORD), a public repository of structured organic reaction records. The task is: describe an organic reaction: reactants, conditions, products, and yield Reaction conditions: temperature 60 celsius. Run in O1CCOCC1 (1,4-dioxane). Starting materials: solution, FC=1C=C(N)C=CC1 (m-fluoroaniline), ClC1=NC=C(C(N1C)=O)C1=CC(=C(C=C1)OC1=CC=NC2=CC(=C(C=C12)OC)OC)F (2-chloro-5-(4-(6,7-dimethoxyquinolin-4-yloxy)-3-fluorophenyl)-3-methylpyrimidin-4(3H)-one). Reagents/catalysts: Cl (HCl). Product: COC=1C=C2C(=CC=NC2=CC1OC)OC1=C(C=C(C=C1)C=1C(N(C(=NC1)NC1=CC(=CC=C1)F)C)=O)F (5-(4-(6,7-dimethoxyquinolin-4-yloxy)-3-fluorophenyl)-2-(3-fluorophenylamino)-3-methyl-3H-pyrimidin-4-one). RXN SMILES: Cl[C:2]1[N:7]([CH3:8])[C:6](=[O:9])[C:5]([C:10]2[CH:15]=[CH:14][C:13]([O:16][C:17]3[C:26]4[C:21](=[CH:22][C:23]([O:29][CH3:30])=[C:24]([O:27][CH3:28])[CH:25]=4)[N:20]=[CH:19][CH:18]=3)=[C:12]([F:31])[CH:11]=2)=[CH:4][N:3]=1.[F:32][C:33]1[CH:34]=[C:35]([CH:37]=[CH:38][CH:39]=1)[NH2:36]>O1CCOCC1.Cl>[CH3:28][O:27][C:24]1[CH:25]=[C:26]2[C:21](=[CH:22][C:23]=1[O:29][CH3:30])[N:20]=[CH:19][CH:18]=[C:17]2[O:16][C:13]1[CH:14]=[CH:15][C:10]([C:5]2[C:6](=[O:9])[N:7]([CH3:8])[C:2]([NH:36][C:35]3[CH:37]=[CH:38][CH:39]=[C:33]([F:32])[CH:34]=3)=[N:3][CH:4]=2)=[CH:11][C:12]=1[F:31]. Reported procedure: The crude 2-chloro-5-(4-(6,7-dimethoxyquinolin-4-yloxy)-3-fluorophenyl)-3-methylpyrimidin-4(3H)-one from Step 3 was dissolved in 15 mL 1,4-dioxane. To 5 mL of this solution was added m-fluoroaniline (0.2 mL) and concentrated HCl (1 drop). The reaction was heated in the microwave at 60° C. and 60 W for 5 min before being cooled to RT. The mixture was concentrated and filtered through a 1 inch plug of silica gel with EtOAc→2:1 EtOAc/MeOH→3:2 MeOH/EtOAc. The filtrate was concentrated and purified u... Starting materials: [N+](=O)([O-])[O-].[Na+] (sodium nitrate), C(=O)(O)CN1C(C(NC2=CC=C(C=C12)Cl)=O)=O (1-(carboxymethyl)-7-chloro-2,3(1H,4H)-quinoxalinedione), ice water. The solvent is S(O)(O)(=O)=O (sulfuric acid). Conditions: time 2 hour. Yields the product C(=O)(O)CN1C(C(NC2=CC(=C(C=C12)Cl)[N+](=O)[O-])=O)=O (1-Carboxymethyl-7-chloro-6-nitro-2,3(1H,4H)-quinoxalinedione). Isolated yield 66.8%. Reaction SMILES: [C:1]([CH2:4][N:5]1[C:14]2[C:9](=[CH:10][CH:11]=[C:12]([Cl:15])[CH:13]=2)[NH:8][C:7](=[O:16])[C:6]1=[O:17])([OH:3])=[O:2].[N+:18]([O-])([O-:20])=[O:19].[Na+]>S(=O)(=O)(O)O>[C:1]([CH2:4][N:5]1[C:14]2[C:9](=[CH:10][C:11]([N+:18]([O-:20])=[O:19])=[C:12]([Cl:15])[CH:13]=2)[NH:8][C:7](=[O:16])[C:6]1=[O:17])([OH:3])=[O:2] |f:1.2|. Reported procedure: 13.0 g (51 mmol) of 1-(carboxymethyl)-7-chloro-2,3(1H,4H)-quinoxalinedione were dissolved in 150 ml of concentrated sulfuric acid and, at 0° C., 4.3 g (51 mmol) of sodium nitrate were added a little at a time. The mixture was stirred at room temperature for 2 h and then poured into ice-water, and the precipitate was filtered off with suction to yield 10.2 g (67%) of the product. Melting point >280° C. The reactants are C1(=CC=CC=C1)C(CC(CC)=O)=O ((phenyl)-1,3-pentanedione), FC1=CC=C(C=C1)C(C)=O (4′-fluoroacetophenone), C(CC)(=O)OC (methyl propionate). The product is FC1=CC=C(C=C1)C(CC(CC)=O)=O ((4-Fluorophenyl)-1,3-pentanedione). Reaction SMILES: [C:1]1([C:7](=[O:13])[CH2:8][C:9](=[O:12])[CH2:10][CH3:11])[CH:6]=[CH:5][CH:4]=[CH:3][CH:2]=1.[F:14]C1C=CC(C(=O)C)=CC=1.C(OC)(=O)CC>>[F:14][C:4]1[CH:5]=[CH:6][C:1]([C:7](=[O:13])[CH2:8][C:9](=[O:12])[CH2:10][CH3:11])=[CH:2][CH:3]=1. Procedure details: The title compound was prepared (as described above for Intermediate 16) from 0.525 g of 4′-fluoroacetophenone and 0.73 mL of methyl propionate to yield 120 mg of Intermediate 32: TLC analysis: Rf=0.77 (2/1, hexanes/EtOAc); 1H NMR (400 MHz, CDCl3, enol form) δ7.98 (d, 2H, J=8.3), 7.7 (d, 2H, J=8.3), 6.12 (s, 1H), 1.55 (s, 3H); low resolution mass spectrum (ES+) 195 (MH+) Reactants: OC=1C=C(C=CC1)C1N(C(CC1)C1=CC=CC=C1)C(CNC(NC=1C=C(C=CC1)CC(=O)OC)=O)=O (methyl (2RS,5SR)-3-{3-{2-[2-(3-hydroxyphenyl)-5-phenyl-1-pyrrolidinyl]-2-oxoethyl}ureido}phenylacetate). The solvent is CO (methanol). Product: OC=1C=C(C=CC1)C1N(C(CC1)C1=CC=CC=C1)C(CNC(NC=1C=C(C=CC1)CC(=O)O)=O)=O ((2RS,5SR)-3-{3-{2-[2-(3-hydroxyphenyl)-5-phenyl-1-pyrrolidinyl]-2-oxoethyl}ureido}phenylacetic acid). The yield is 44.8%. RXN SMILES: [OH:1][C:2]1[CH:3]=[C:4]([CH:8]2[CH2:12][CH2:11][CH:10]([C:13]3[CH:18]=[CH:17][CH:16]=[CH:15][CH:14]=3)[N:9]2[C:19](=[O:36])[CH2:20][NH:21][C:22](=[O:35])[NH:23][C:24]2[CH:25]=[C:26]([CH2:30][C:31]([O:33]C)=[O:32])[CH:27]=[CH:28][CH:29]=2)[CH:5]=[CH:6][CH:7]=1>CO>[OH:1][C:2]1[CH:3]=[C:4]([CH:8]2[CH2:12][CH2:11][CH:10]([C:13]3[CH:14]=[CH:15][CH:16]=[CH:17][CH:18]=3)[N:9]2[C:19](=[O:36])[CH2:20][NH:21][C:22](=[O:35])[NH:23][C:24]2[CH:25]=[C:26]([CH2:30][C:31]([OH:33])=[O:32])[CH:27]=[CH:28][CH:29]=2)[CH:5]=[CH:6][CH:7]=1. Procedure details: By proceeding in a fashion similar to that described in Example 9, but starting from 0.46 g of methyl (2RS,5SR)-3-{3-{2-[2-(3-hydroxyphenyl)-5-phenyl-1-pyrrolidinyl]-2-oxoethyl}ureido}phenylacetate in solution in 10 cm3 of methanol and 0.1 g of potassium hydroxide in solution in 2 cm3 of water, and after treatment and recrystallization in ethanol, 0.2 g of (2RS,5SR)-3-{3-{2-[2-(3-hydroxyphenyl)-5-phenyl-1-pyrrolidinyl]-2-oxoethyl}ureido}phenylacetic acid, melting at 166° C., is obtained. The reactants are CCOC(=O)C1(c2cn3c(=O)n(C(C)(C)C)nc3c(Cl)n2)CCCC1, C1CCOC1, CC(C)N. Product: CCOC(=O)C1(c2cn3c(=O)n(C(C)(C)C)nc3c(NC(C)C)n2)CCCC1. As a reaction SMILES: [CH2:1]([CH3:2])[O:3][C:4](=[O:5])[C:6]1([c:11]2[n:12][c:13]([Cl:25])[c:14]3[n:15]([cH:16]2)[c:17](=[O:24])[n:18]([C:20]([CH3:21])([CH3:22])[CH3:23])[n:19]3)[CH2:7][CH2:8][CH2:9][CH2:10]1.[CH2:30]1[O:31][CH2:32][CH2:33][CH2:34]1.[CH3:26][CH:27]([CH3:28])[NH2:29]>>[CH2:1]([CH3:2])[O:3][C:4](=[O:5])[C:6]1([c:11]2[n:12][c:13]([NH:29][CH:27]([CH3:26])[CH3:28])[c:14]3[n:15]([cH:16]2)[c:17](=[O:24])[n:18]([C:20]([CH3:21])([CH3:22])[CH3:23])[n:19]3)[CH2:7][CH2:8][CH2:9][CH2:10]1. The reactants are N#Cc1ccc(C(=O)O)c2ccccc12, ClCCl, O=C(Cl)C(=O)Cl, CN(C)C=O. Product: N#Cc1ccc(C(=O)Cl)c2ccccc12. Reaction SMILES: [C:1](#[N:2])[c:3]1[cH:4][cH:5][c:6]([C:13](=[O:14])[OH:15])[c:7]2[cH:8][cH:9][cH:10][cH:11][c:12]12.[Cl:16][CH2:17][Cl:18].[Cl:19][C:20]([C:21]([Cl:22])=[O:23])=[O:24].[O:25]=[CH:26][N:27]([CH3:28])[CH3:29]>>[C:1](#[N:2])[c:3]1[cH:4][cH:5][c:6]([C:13](=[O:15])[Cl:16])[c:7]2[cH:8][cH:9][cH:10][cH:11][c:12]12. Starting materials: crude mixture, ClCC1=C(C=CC(=C1)OC1=CC=CC=C1)[N+](=O)[O-] (2-chloromethyl-1-nitro-4-phenoxy-benzene), C(C)OC(C(CCC=C)C#N)=O (2-cyano-hex-5-enoic acid ethyl ester), CN(C)C=O (DMF), [H-].[Na+] (NaH). The solvent is C(C)(=O)OCC (ethyl acetate). Reaction conditions: temperature 0 celsius, time 5 minute. Product: C(C)OC(C(CCC=C)(CC1=C(C=CC(=C1)OC1=CC=CC=C1)[N+](=O)[O-])C#N)=O (2-cyano-2-(2-nitro-5-phenoxy-benzyl)-hex-5-enoic acid ethyl ester). Reaction SMILES: [CH2:1]([O:3][C:4](=[O:12])[CH:5]([C:10]#[N:11])[CH2:6][CH2:7][CH:8]=[CH2:9])[CH3:2].CN(C=O)C.[H-].[Na+].Cl[CH2:21][C:22]1[CH:27]=[C:26]([O:28][C:29]2[CH:34]=[CH:33][CH:32]=[CH:31][CH:30]=2)[CH:25]=[CH:24][C:23]=1[N+:35]([O-:37])=[O:36]>C(OCC)(=O)C>[CH2:1]([O:3][C:4](=[O:12])[C:5]([C:10]#[N:11])([CH2:21][C:22]1[CH:27]=[C:26]([O:28][C:29]2[CH:34]=[CH:33][CH:32]=[CH:31][CH:30]=2)[CH:25]=[CH:24][C:23]=1[N+:35]([O-:37])=[O:36])[CH2:6][CH2:7][CH:8]=[CH2:9])[CH3:2] |f:2.3|. Reported procedure: To a round bottom flask equipped with a nitrogen inlet 2-cyano-hex-5-enoic acid ethyl ester (2.0 g, 11.96 mmol) and DMF (40 mL) were added. The reaction mixture was cooled to 0° C. followed by addition of NaH (0.48 g, 12.0 mmol, 60% dispersion in mineral oil). The reaction mixture was allowed to stir at 0° C. for another 5 min, followed by addition of 2-chloromethyl-1-nitro-4-phenoxy-benzene (2.6 g, 9.86 mmol). The reaction turned a dark purple color. After 3 h the reaction was quenched with 1N ... Reactants: [Cl-].[Li+].C(C)(C)[Mg]Cl (isopropylmagnesium chloride lithium chloride), BrC1=CC=C(C=C1)I (4-bromo-iodobenzene), CC(CC=O)C (3-methylbutanal). The solvent is O1CCCC1 (tetrahydrofuran). Reaction conditions: temperature -40 celsius, time 30 minute. Yields the product BrC1=CC=C(C=C1)C(CC(C)C)O ((+/−)-1-(4-bromophenyl)-3-methylbutan-1-ol). The yield is 78.8%. Reaction SMILES: [Br:1][C:2]1[CH:7]=[CH:6][C:5](I)=[CH:4][CH:3]=1.[Cl-].[Li+].C([Mg]Cl)(C)C.[CH3:16][CH:17]([CH3:21])[CH2:18][CH:19]=[O:20]>O1CCCC1>[Br:1][C:2]1[CH:7]=[CH:6][C:5]([CH:19]([OH:20])[CH2:18][CH:17]([CH3:21])[CH3:16])=[CH:4][CH:3]=1 |f:1.2.3|. Procedure: 4-bromo-iodobenzene (1.42 g, 5.00 mmol) was dissolved in tetrahydrofuran (50 mL) and cooled to −40° C. A solution of isopropylmagnesium chloride lithium chloride (5 mL, 1.3 M in THF) was added dropwise over 5 minutes. The mixture was stirred at −40° C. for 30 minutes, then 3-methylbutanal (0.81 mL, 7.5 mmol) was added. The reaction was allowed to warm to room temperature and stir for 1 hour. The reaction was then quenched by addition of saturated ammonium chloride (10 mL) and water (40 mL). The ...